This data is from the Open Reaction Database (ORD), a public repository of structured organic reaction records. The task is: describe an organic reaction: reactants, conditions, products, and yield Reactants: C1CCOC1, CC(C)O, CN1CCN(C2CC(c3nc(I)c4c(Cl)nccn34)C2)CC1, N. Product: CN1CCN(C2CC(c3nc(I)c4c(N)nccn34)C2)CC1. Reaction SMILES: [CH2:2]1[O:3][CH2:4][CH2:5][CH2:6]1.[CH:29]([OH:30])([CH3:31])[CH3:32].[Cl:7][c:8]1[c:9]2[n:10]([cH:11][cH:12][n:13]1)[c:14]([CH:18]1[CH2:19][CH:20]([N:22]3[CH2:23][CH2:24][N:25]([CH3:28])[CH2:26][CH2:27]3)[CH2:21]1)[n:15][c:16]2[I:17].[NH3:1]>>[NH2:1][c:8]1[c:9]2[n:10]([cH:11][cH:12][n:13]1)[c:14]([CH:18]1[CH2:19][CH:20]([N:22]3[CH2:23][CH2:24][N:25]([CH3:28])[CH2:26][CH2:27]3)[CH2:21]1)[n:15][c:16]2[I:17]. The reactants are FC1=CC(=C(C=2OC3=CC=CC=C3SC12)[Si](C)(C)C)OC(C)C (1-fluoro-3-isopropoxy-4-(trimethylsilyl)phenoxathiin), [F-].[Cs+] (CsF). Solvent: CN(C)C=O (DMF), [Cl-].[Na+].O (brine). Product: FC1=CC(=CC=2OC3=CC=CC=C3SC12)OC(C)C (1-Fluoro-3-isopropoxyphenoxathiin). Yield: 77.9%. As a reaction SMILES: [F:1][C:2]1[C:15]2[S:14][C:13]3[C:8](=[CH:9][CH:10]=[CH:11][CH:12]=3)[O:7][C:6]=2[C:5]([Si](C)(C)C)=[C:4]([O:20][CH:21]([CH3:23])[CH3:22])[CH:3]=1.[F-].[Cs+]>CN(C=O)C.[Cl-].[Na+].O>[F:1][C:2]1[C:15]2[S:14][C:13]3[C:8](=[CH:9][CH:10]=[CH:11][CH:12]=3)[O:7][C:6]=2[CH:5]=[C:4]([O:20][CH:21]([CH3:23])[CH3:22])[CH:3]=1 |f:1.2,4.5.6|. Procedure details: A stirred solution of 1-fluoro-3-isopropoxy-4-(trimethylsilyl)phenoxathiin (230 mg, 0.66 mmol) (Example 25) and CsF (200 mg, 1.32 mmol) in 5 mL 10% (v/v) aqueous DMF was heated under nitrogen at 100° C. for 0.5 h. After cooling to room temperature, the reaction was diluted with brine (30 mL), dried (Na2SO4), and concentrated in vacuo to a pale yellow oil (178 mg). Filtration of the crude product through silica gel (20 g) with 10% CH2Cl2 /hexanes yielded 142 mg (78%) of the title compound as a co... Starting materials: C(C)(C)(C)OC(=O)N1CCC(CC1)(SC=1C=C(C=CC1)C)COC (N-tert-butoxycarbonyl-4-methoxymethyl-4-(3-tolylsulfanyl)piperidine), Cl (hydrogen chloride), resultant solution. Solvent: C(C)(=O)OCC (ethyl acetate). Product: Cl.COCC1(CCNCC1)SC=1C=C(C=CC1)C (4-Methoxymethyl-4-(3-tolylsulfanyl)piperidine hydrochloride salt). Reaction SMILES: C(OC([N:8]1[CH2:13][CH2:12][C:11]([CH2:22][O:23][CH3:24])([S:14][C:15]2[CH:16]=[C:17]([CH3:21])[CH:18]=[CH:19][CH:20]=2)[CH2:10][CH2:9]1)=O)(C)(C)C.[ClH:25]>C(OCC)(=O)C>[ClH:25].[CH3:24][O:23][CH2:22][C:11]1([S:14][C:15]2[CH:16]=[C:17]([CH3:21])[CH:18]=[CH:19][CH:20]=2)[CH2:12][CH2:13][NH:8][CH2:9][CH2:10]1 |f:3.4|. Reported procedure: A solution of N-tert-butoxycarbonyl-4-methoxymethyl-4-(3-tolylsulfanyl)piperidine (0.18 g) in ethyl acetate (25 mL) at 0° C. was saturated with hydrogen chloride gas. The resultant solution was stirred at 0° C. for one h. The product solution was concentrated under vacuum to provide the title compound. Starting materials: FC=1C=C(C=CC1CC=1C(NC=2N(C1CCC)N=CN2)=O)C=2C(=CC=CC2)C#N (3′-fluoro-4′-[(5-oxo-7-propyl-4,5-dihydro[1,2,4]triazolo[1,5-a]pyrimidin-6-yl)methyl]biphenyl-2-carbonitrile), ClCOC (chloro(methoxy)methane), C([O-])([O-])=O.[K+].[K+] (potassium carbonate), CN(C=O)C (N,N-dimethylformamide). The solvent is C(C)(=O)OCC (ethyl acetate). Run at time 1 hour. The product is COCN1C=2N(C(=C(C1=O)CC1=C(C=C(C=C1)C=1C(=CC=CC1)C#N)F)CCC)N=CN2 (4′-{[4-(methoxymethyl)-5-oxo-7-propyl-4,5-dihydro[1,2,4]triazolo[1,5-a]pyrimidin-6-yl]methyl}-3′-fluorobiphenyl-2-carbonitrile). The yield is 69.0%. RXN SMILES: [F:1][C:2]1[CH:3]=[C:4]([C:22]2[C:23]([C:28]#[N:29])=[CH:24][CH:25]=[CH:26][CH:27]=2)[CH:5]=[CH:6][C:7]=1[CH2:8][C:9]1[C:10](=[O:21])[NH:11][C:12]2[N:13]([N:18]=[CH:19][N:20]=2)[C:14]=1[CH2:15][CH2:16][CH3:17].Cl[CH2:31][O:32][CH3:33].C(=O)([O-])[O-].[K+].[K+].CN(C)C=O>C(OCC)(=O)C>[CH3:31][O:32][CH2:33][N:11]1[C:10](=[O:21])[C:9]([CH2:8][C:7]2[CH:6]=[CH:5][C:4]([C:22]3[C:23]([C:28]#[N:29])=[CH:24][CH:25]=[CH:26][CH:27]=3)=[CH:3][C:2]=2[F:1])=[C:14]([CH2:15][CH2:16][CH3:17])[N:13]2[N:18]=[CH:19][N:20]=[C:12]12 |f:2.3.4|. Procedure details: A mixture of 3′-fluoro-4′-[(5-oxo-7-propyl-4,5-dihydro[1,2,4]triazolo[1,5-a]pyrimidin-6-yl)methyl]biphenyl-2-carbonitrile (0.5 g), chloro(methoxy)methane (0.12 mL), potassium carbonate (0.36 g) and N,N-dimethylformamide (10 mL) was stirred at room temperature for 1 hr. The reaction mixture was diluted with ethyl acetate, washed with 5% aqueous potassium hydrogensulfate solution and then with saturated brine, and dried over anhydrous magnesium sulfate. The solvent was evaporated under reduced pre... Reactants: three, O=C(CC(CC1=C(C=C(C(=C1)F)F)F)N)N1CC=2N(CC1)C(=NN2)C(F)(F)F (4-oxo-4-[3-(trifluoromethyl)-5,6-dihydro[1,2,4]triazolo[4,3-a]pyrazin-7(8H)-yl]-1-(2,4,5-trifluorophenyl)butan-2-amine), O.C(C1=CC=CC=C1)(=O)[C@]([C@](C(=O)O)(O)C(C1=CC=CC=C1)=O)(O)C(=O)O (Dibenzoyl-L-tartaric acid monohydrate), C(C1=CC=CC=C1)(=O)[C@]([C@](C(=O)O)(O)C(C1=CC=CC=C1)=O)(O)C(=O)O (Dibenzoyl-L-tartaric acid), O=C(C[C@@H](CC1=C(C=C(C(=C1)F)F)F)N)N1CC=2N(CC1)C(=NN2)C(F)(F)F ((2R)-4-oxo-4-[3-(trifluoromethyl)-5,6-dihydro[1,2,4]triazolo[4,3-a]pyrazin-7(8H)-yl]-1-(2,4,5-trifluorophenyl)butan-2-amine). Run in CO (methanol), CC(C)O (IPA). Conditions: temperature 62.5 celsius, time 20 minute. The product is O=C(C[C@H](CC1=C(C=C(C(=C1)F)F)F)N)N1CC=2N(CC1)C(=NN2)C(F)(F)F ((2S)-4-oxo-4-[3-(trifluoromethyl)-5,6-dihydro[1,2,4]triazolo[4,3-a]pyrazin-7(8H)-yl]-1-(2,4,5-trifluorophenyl)butan-2-amine). As a reaction SMILES: O.C([C@@](C(O)=O)(O)[C@@](C(=O)C1C=CC=CC=1)(O)C(O)=O)(=O)C1C=CC=CC=1.[O:28]=[C:29]([N:43]1[CH2:48][CH2:47][N:46]2[C:49]([C:52]([F:55])([F:54])[F:53])=[N:50][N:51]=[C:45]2[CH2:44]1)[CH2:30][CH:31]([NH2:42])[CH2:32][C:33]1[CH:38]=[C:37]([F:39])[C:36]([F:40])=[CH:35][C:34]=1[F:41].C([C@@](C(O)=O)(O)[C@@](C(=O)C1C=CC=CC=1)(O)C(O)=O)(=O)C1C=CC=CC=1.O=C(N1CCN2C(C(F)(F)F)=NN=C2C1)C[C@H](N)CC1C=C(F)C(F)=CC=1F>CO.CC(O)C>[O:28]=[C:29]([N:43]1[CH2:48][CH2:47][N:46]2[C:49]([C:52]([F:55])([F:54])[F:53])=[N:50][N:51]=[C:45]2[CH2:44]1)[CH2:30][C@@H:31]([NH2:42])[CH2:32][C:33]1[CH:38]=[C:37]([F:39])[C:36]([F:40])=[CH:35][C:34]=1[F:41] |f:0.1|. Procedure details: In a 50 mL three neck flask IPA (5 mL) and Dibenzoyl-L-tartaric acid monohydrate (1.84 g) were taken. It was heated to 60-65° C. 4-oxo-4-[3-(trifluoromethyl)-5,6-dihydro[1,2,4]triazolo[4,3-a]pyrazin-7(8H)-yl]-1-(2,4,5-trifluorophenyl)butan-2-amine (2.0 g, % purity-70%) dissolved in methanol (6 mL) was added into reaction mixture at 60-65° C. After 20 min. Dibenzoyl-L-tartaric acid salt of (2R)-4-oxo-4-[3-(trifluoromethyl)-5,6-dihydro[1,2,4]triazolo[4,3-a]pyrazin-7(8H)-yl]-1-(2,4,5-trifluoropheny... The reactants are N(=[N+]=[N-])[C@H]1[C@H](SC)O[C@@H]([C@H]([C@@H]1OCC1=CC=C(C=C1)OC)O)CO[Si](C1=CC=CC=C1)(C1=CC=CC=C1)C(C)(C)C (methyl 2-azido-6-O-tert-butyldiphenylsilyl-2-deoxy-3-O-(4-methoxybenzyl)-1-thio-β-D-glucopyranoside), CO (methanol), [H-].[Na+] (sodium hydride), C(C1=CC=CC=C1)Br (benzyl bromide). The solvent is CN(C)C=O (DMF), CN(C)C=O (DMF). Run at temperature 0 celsius, time 30 minute. Yields the product N(=[N+]=[N-])[C@H]1[C@H](SC)O[C@@H]([C@H]([C@@H]1OCC1=CC=C(C=C1)OC)OCC1=CC=CC=C1)CO[Si](C1=CC=CC=C1)(C1=CC=CC=C1)C(C)(C)C (Methyl 2-azido-4-O-benzyl-6-O-tert-butyldiphenylsilyl-2-deoxy-3-O-(4-methoxybenzyl)-1-thio-β-D-glucopyranoside). Isolated yield 68.0%. As a reaction SMILES: [H-].[Na+].[N:3]([C@@H:6]1[C@@H:13]([O:14][CH2:15][C:16]2[CH:21]=[CH:20][C:19]([O:22][CH3:23])=[CH:18][CH:17]=2)[C@H:12]([OH:24])[C@@H:11]([CH2:25][O:26][Si:27]([C:40]([CH3:43])([CH3:42])[CH3:41])([C:34]2[CH:39]=[CH:38][CH:37]=[CH:36][CH:35]=2)[C:28]2[CH:33]=[CH:32][CH:31]=[CH:30][CH:29]=2)[O:10][C@H:7]1[S:8][CH3:9])=[N+:4]=[N-:5].[CH2:44](Br)[C:45]1[CH:50]=[CH:49][CH:48]=[CH:47][CH:46]=1.CO>CN(C=O)C>[N:3]([C@@H:6]1[C@@H:13]([O:14][CH2:15][C:16]2[CH:17]=[CH:18][C:19]([O:22][CH3:23])=[CH:20][CH:21]=2)[C@H:12]([O:24][CH2:44][C:45]2[CH:50]=[CH:49][CH:48]=[CH:47][CH:46]=2)[C@@H:11]([CH2:25][O:26][Si:27]([C:40]([CH3:43])([CH3:42])[CH3:41])([C:34]2[CH:39]=[CH:38][CH:37]=[CH:36][CH:35]=2)[C:28]2[CH:29]=[CH:30][CH:31]=[CH:32][CH:33]=2)[O:10][C@H:7]1[S:8][CH3:9])=[N+:4]=[N-:5] |f:0.1|. Procedure: A suspension of sodium hydride (196 mg, 5.1 mmol) in dry DMF (10 mL) was cooled to 0° C., and a solution of methyl 2-azido-6-O-tert-butyldiphenylsilyl-2-deoxy-3-O-(4-methoxybenzyl)-1-thio-β-D glucopyranoside (10) (2.53 g, 4.3 mmol) in dry DMF (20 mL) was added dropwise in 30 minutes. The resulting solution was stirred at room temperature for 30 minutes and benzyl bromide (880 mg, 5.1 mmol) was added dropwise at 0° C. The reaction mixture was stirred at room temperature overnight, cooled to 0° C.... The reactants are COc1cnc(N2CCOCC2)cc1NC(=S)NC(=O)c1ccccc1, CO, Cl, C1CCOC1. Yields the product COc1cnc(N2CCOCC2)cc1NC(N)=S. RXN SMILES: [C:1](=[O:2])([c:3]1[cH:4][cH:5][cH:6][cH:7][cH:8]1)[NH:9][C:10](=[S:11])[NH:12][c:13]1[cH:14][c:15]([N:21]2[CH2:22][CH2:23][O:24][CH2:25][CH2:26]2)[n:16][cH:17][c:18]1[O:19][CH3:20].[CH3:33][OH:34].[ClH:27].[O:28]1[CH2:29][CH2:30][CH2:31][CH2:32]1>>[NH2:9][C:10](=[S:11])[NH:12][c:13]1[cH:14][c:15]([N:21]2[CH2:22][CH2:23][O:24][CH2:25][CH2:26]2)[n:16][cH:17][c:18]1[O:19][CH3:20].